This data is from the Open Reaction Database (ORD), a public repository of structured organic reaction records. The task is: describe an organic reaction: reactants, conditions, products, and yield Reactants: ClC1=NC(=C2N=CN(C2=N1)C1CCCC1)NCCNCC1=CC=C(C=C1)Cl (2-chloro-N-[2-[[(4-chlorophenyl)-methyl]-amino]-ethyl]-9-cyclopentyl-9H-purin-6-amine), N[C@@H]1CC[C@H](CC1)N (trans-1,4-diaminocyclohexane). The solvent is O (H2O). The product is Cl.Cl.Cl.N[C@@H]1CC[C@H](CC1)NC1=NC(=C2N=CN(C2=N1)C1CCCC1)NCCNCC1=CC=C(C=C1)Cl (trans-N2-(4-aminocyclohexyl)-N6-[2-[[(4-chlorophenyl)-methyl]-amino]-ethyl]-9-cyclopentyl-9H-purin-2,6-diamine trihydrochloride). Reaction SMILES: [Cl:1][C:2]1[N:10]=[C:9]2[C:5]([N:6]=[CH:7][N:8]2[CH:11]2[CH2:15][CH2:14][CH2:13][CH2:12]2)=[C:4]([NH:16][CH2:17][CH2:18][NH:19][CH2:20][C:21]2[CH:26]=[CH:25][C:24]([Cl:27])=[CH:23][CH:22]=2)[N:3]=1.[NH2:28][C@H:29]1[CH2:34][CH2:33][C@H:32]([NH2:35])[CH2:31][CH2:30]1>O>[ClH:1].[ClH:1].[ClH:1].[NH2:28][C@H:29]1[CH2:34][CH2:33][C@H:32]([NH:35][C:2]2[N:10]=[C:9]3[C:5]([N:6]=[CH:7][N:8]3[CH:11]3[CH2:15][CH2:14][CH2:13][CH2:12]3)=[C:4]([NH:16][CH2:17][CH2:18][NH:19][CH2:20][C:21]3[CH:22]=[CH:23][C:24]([Cl:27])=[CH:25][CH:26]=3)[N:3]=2)[CH2:31][CH2:30]1 |f:3.4.5.6|. Procedure details: The operation is carried out as in Stage 3 of Example 7 starting from 242 mg of the product obtained in Stage 1 above and 680 mg of trans-1,4-diaminocyclohexane and the reaction medium is heated to approximately 140° C. for approximately 3 hours 30 minutes, then poured into H2O, followed by extracting with 3×10 ml of ethyl acetate and washing with 10 ml of saturated sodium chloride. After purification by chromatography on silica eluting with methylene chloride/methanol/ammonium hydroxide in a pr... Reactants: [N+](=O)([O-])C1=CC=C2CCNC2=C1 (6-Nitroindoline), C(C)(=O)OC(C)=O (acetic anhydride), material. The reagents and catalysts are [Pd] (palladium on charcoal). Run in C(C)O (ethanol). Product: C(C)(=O)N1CCC2=CC=C(C=C12)N (1-Acetyl-6-aminoindoline). Yield: 89.0%. RXN SMILES: [N+:1]([C:4]1[CH:12]=[C:11]2[C:7]([CH2:8][CH2:9][NH:10]2)=[CH:6][CH:5]=1)([O-])=O.[C:13](OC(=O)C)(=[O:15])[CH3:14]>C(O)C.[Pd]>[C:13]([N:10]1[C:11]2[C:7](=[CH:6][CH:5]=[C:4]([NH2:1])[CH:12]=2)[CH2:8][CH2:9]1)(=[O:15])[CH3:14]. Reported procedure: 6-Nitroindoline (15.63 g, 0.095 mol) was refluxed for 0.25 h in acetic anhydride (100 ml), cooled, and the precipitate filtered and washed with water, before drying in vacuo. This material (16.6 g, 0.08 mol) was hydrogenated in ethanol (500 ml) over 10% palladium on charcoal (3.4 g of 50% paste in water). The catalyst was removed by filtration and the filtrate was evaporated to leave the title compound as an off-white/cream powder (12.59 g; 89%). Reactants: CC(C)O[Si](C)(C)C, CCOC(=O)C1=CC(OC)(OC)CCC1S(=O)(=O)Nc1ccc(F)cc1Cl, ClCCl, C[Si](C)(C)OS(=O)(=O)C(F)(F)F, [Na+], CC(=O)NC(CO)CO, O=C([O-])O. The product is CCOC(=O)C1=CC2(CCC1S(=O)(=O)Nc1ccc(F)cc1Cl)OCC(NC(C)=O)CO2. Reaction SMILES: [CH:37]([O:38][Si:39]([CH3:40])([CH3:41])[CH3:42])([CH3:43])[CH3:44].[Cl:1][c:2]1[c:3]([NH:9][S:10](=[O:11])(=[O:12])[CH:13]2[CH2:14][CH2:15][C:16]([O:24][CH3:25])([O:26][CH3:27])[CH:17]=[C:18]2[C:19](=[O:20])[O:21][CH2:22][CH3:23])[cH:4][cH:5][c:6]([F:8])[cH:7]1.[Cl:62][CH2:63][Cl:64].[F:45][C:46]([F:47])([F:48])[S:49]([O:50][Si:51]([CH3:52])([CH3:53])[CH3:54])(=[O:55])=[O:56].[Na+:57].[OH:28][CH2:29][CH:30]([CH2:31][OH:32])[NH:33][C:34]([CH3:35])=[O:36].[OH:58][C:59](=[O:60])[O-:61]>>[Cl:1][c:2]1[c:3]([NH:9][S:10](=[O:11])(=[O:12])[CH:13]2[CH2:14][CH2:15][C:16]3([CH:17]=[C:18]2[C:19](=[O:20])[O:21][CH2:22][CH3:23])[O:24][CH2:25][CH:30]([NH:33][C:34]([CH3:35])=[O:36])[CH2:27][O:26]3)[cH:4][cH:5][c:6]([F:8])[cH:7]1.